Dataset: the Open Reaction Database (ORD), a public repository of structured organic reaction records. Task: describe an organic reaction: reactants, conditions, products, and yield Starting materials: C(C)OC(C(=C(Br)C1=CC=CC2=CC=CC=C12)Br)=O (α,β-Dibromo-1-naphthylacrylic acid ethyl ester), Cl.NO (hydroxylamine hydrochloride), [OH-].[Na+] (sodium hydroxide). The product is OC1=NOC(=C1)C1=CC=CC2=CC=CC=C12 (3-Hydroxy-5-(1-naphthyl)isoxazole). Yield: 78.8%. As a reaction SMILES: C([O:3][C:4](=O)[C:5](Br)=[C:6]([C:8]1[C:17]2[C:12](=[CH:13][CH:14]=[CH:15][CH:16]=2)[CH:11]=[CH:10][CH:9]=1)Br)C.Cl.[NH2:21][OH:22].[OH-].[Na+]>>[OH:3][C:4]1[CH:5]=[C:6]([C:8]2[C:17]3[C:12](=[CH:13][CH:14]=[CH:15][CH:16]=3)[CH:11]=[CH:10][CH:9]=2)[O:22][N:21]=1 |f:1.2,3.4|. Procedure: α,β-Dibromo-1-naphthylacrylic acid ethyl ester (6.0 g), hydroxylamine hydrochloride (1.3 g) and sodium hydroxide (7.2 g) were subjected to reaction and post-treatment in a similar manner to that described in Reference example 10(c) to obtain the title compound (2.6 g, 78%) as colorless crystals. Starting materials: Cl (HCl), CN1CCN(CC1)C(=O)C1CCN(CC1)C1=CC=C(C=C1)[N+](=O)[O-] ((4-Methyl-piperazin-1-yl)-[1-(4-nitro-phenyl)-piperidin-4-yl]-methanone), B (borane), C(=O)(O)[O-].[Na+] (NaHCO3), C1CCOC1 (THF). Product: CN1CCN(CC1)CC1CCN(CC1)C1=CC=C(C=C1)[N+](=O)[O-] (1-Methyl-4-[1-(4-nitro-phenyl)-piperidin-4-ylmethyl]-piperazine). Reaction SMILES: [CH3:1][N:2]1[CH2:7][CH2:6][N:5]([C:8]([CH:10]2[CH2:15][CH2:14][N:13]([C:16]3[CH:21]=[CH:20][C:19]([N+:22]([O-:24])=[O:23])=[CH:18][CH:17]=3)[CH2:12][CH2:11]2)=O)[CH2:4][CH2:3]1.B.C1COCC1.Cl.C([O-])(O)=O.[Na+]>>[CH3:1][N:2]1[CH2:3][CH2:4][N:5]([CH2:8][CH:10]2[CH2:15][CH2:14][N:13]([C:16]3[CH:21]=[CH:20][C:19]([N+:22]([O-:24])=[O:23])=[CH:18][CH:17]=3)[CH2:12][CH2:11]2)[CH2:6][CH2:7]1 |f:4.5|. Procedure details: 1-Methyl-4-[1-(4-nitro-phenyl)-piperidin-4-ylmethyl]-piperazine was prepared by warming (4-Methyl-piperazin-1-yl)-[1-(4-nitro-phenyl)-piperidin-4-yl]-methanone of Example 444a with borane.THF (10 equivalents) at 60° C. for 16 hours, followed by a standard aqueous HCl workup. The resulting aqueous phase was neutralized with NaHCO3 and extracted with EtOAc (2×). The organics were combined, dried over Na2SO4, filtered, and concentrated under reduced pressure to give 1-Methyl-4-[1-(4-nitro-phenyl)-p... The reactants are Cc1ccncn1, CC(=O)OC(C)=O, O=Cc1ccc([N+](=O)[O-])cc1, O. Product: O=[N+]([O-])c1ccc(C=Cc2ccncn2)cc1. RXN SMILES: [CH3:12][c:13]1[n:14][cH:15][n:16][cH:17][cH:18]1.[CH3:19][C:20]([O:21][C:22](=[O:23])[CH3:24])=[O:25].[N+:1](=[O:2])([O-:3])[c:4]1[cH:5][cH:6][c:7]([CH:8]=[O:9])[cH:10][cH:11]1.[OH2:26]>>[N+:1](=[O:2])([O-:3])[c:4]1[cH:5][cH:6][c:7]([CH:8]=[CH:12][c:13]2[n:14][cH:15][n:16][cH:17][cH:18]2)[cH:10][cH:11]1. Reactants: OH, C(C=C)#N (acrylonitrile), OCCOC(C=C)=O (hydroxyethylacrylate), SC(C)O (mercaptoethanol), CC(C)(C#N)N=NC(C)(C)C#N (AIBN), CC(=O)C (acetone). Yields the product CC1(CCC=CC2C1CCC2(C)O)O (BA-4). RXN SMILES: [C:1](#N)[CH:2]=C.OCCO[C:9](=[O:12])[CH:10]=[CH2:11].S[CH:14](O)C.CC(N=N[C:24]([C:27]#N)([CH3:26])C)(C#N)C.[CH3:29][C:30]([CH3:32])=[O:31]>>[CH3:29][C:30]1([OH:31])[CH:11]2[CH2:1][CH2:2][C:9]([OH:12])([CH3:14])[CH:10]2[CH:26]=[CH:24][CH2:27][CH2:32]1. Procedure details: In a manner analogous to that described hereinabove, an NPBA (BA-4) is prepared by polymerizing 53.06 g (1.0 mole) acrylonitrile and 23.22 g (0.2 mole) hydroxyethylacrylate, in the presence of 3.9 g of mercaptoethanol with AIBN (3.0 g) in 125 ml acetone at 60° C. for 6 hr. The GPC peak mol wt, determined as above, is 28,000 and the OH equivalent weight is 330. The reactants are CCOC(=O)c1ccc(-c2cccc(C#N)n2)cc1, CO, [H][H]. Yields the product CCOC(=O)c1ccc(-c2cccc(CN)n2)cc1. RXN SMILES: [CH2:1]([CH3:2])[O:3][C:4](=[O:5])[c:6]1[cH:7][cH:8][c:9](-[c:12]2[n:13][c:14]([C:18]#[N:19])[cH:15][cH:16][cH:17]2)[cH:10][cH:11]1.[CH3:22][OH:23].[H:20][H:21]>>[CH2:1]([CH3:2])[O:3][C:4](=[O:5])[c:6]1[cH:7][cH:8][c:9](-[c:12]2[n:13][c:14]([CH2:18][NH2:19])[cH:15][cH:16][cH:17]2)[cH:10][cH:11]1. Starting materials: BrCc1ccc(Br)c(OC2CCCCO2)c1, N#Cc1ccc(Nn2cnnc2)cc1, N#Cc1ccc(N(Cc2cccc(OCc3ccccc3)c2)n2cnnc2)cc1, CCOC(C)=O, [H-], [Na+], CN(C)C=O. Yields the product N#Cc1ccc(N(Cc2ccc(Br)c(OC3CCCCO3)c2)n2cnnc2)cc1. As a reaction SMILES: [Br:46][c:47]1[c:48]([O:55][CH:56]2[O:57][CH2:58][CH2:59][CH2:60][CH2:61]2)[cH:49][c:50]([CH2:51][Br:52])[cH:53][cH:54]1.[C:32](#[N:33])[c:34]1[cH:35][cH:36][c:37]([NH:40][n:41]2[cH:42][n:43][n:44][cH:45]2)[cH:38][cH:39]1.[CH2:1]([O:2][c:3]1[cH:4][c:5]([CH2:9][N:10]([c:11]2[cH:12][cH:13][c:14]([C:15]#[N:16])[cH:17][cH:18]2)[n:19]2[cH:20][n:21][n:22][cH:23]2)[cH:6][cH:7][cH:8]1)[c:24]1[cH:25][cH:26][cH:27][cH:28][cH:29]1.[CH3:67][CH2:68][O:69][C:70]([CH3:71])=[O:72].[H-:31].[Na+:30].[O:62]=[CH:63][N:64]([CH3:65])[CH3:66]>>[C:32](#[N:33])[c:34]1[cH:35][cH:36][c:37]([N:40]([n:41]2[cH:42][n:43][n:44][cH:45]2)[CH2:51][c:50]2[cH:49][c:48]([O:55][CH:56]3[O:57][CH2:58][CH2:59][CH2:60][CH2:61]3)[c:47]([Br:46])[cH:54][cH:53]2)[cH:38][cH:39]1. The reactants are potassium terbutylate, [N+](=O)([O-])C=1SC=CC1 (2-nitro-thiophene), NN1C=NN=C1 (4-amino-4H-1,2,4-triazole), saturated solution, [Cl-].[NH4+] (ammonium chloride). Solvent: CS(=O)C (dimethyl-sulfoxide), CS(=O)C (dimethyl-sulfoxide). Conditions: temperature 5 celsius, time 15 minute. Yields the product [N+](=O)([O-])C=1SC=CC1N (2-nitro-3-thiophenamine). Isolated yield 35.7%. Reaction SMILES: [N+:1]([C:4]1[S:5][CH:6]=[CH:7][CH:8]=1)([O-:3])=[O:2].[NH2:9]N1C=NN=C1.[Cl-].[NH4+]>CS(C)=O>[N+:1]([C:4]1[S:5][CH:6]=[CH:7][C:8]=1[NH2:9])([O-:3])=[O:2] |f:2.3|. Procedure: 12.8 g of 85% 2-nitro-thiophene and 33.6 g of 4-amino-4H-1,2,4-triazole (1-1, 3-4) were dissolved at ambient temperature in 100 ml of anhydrous dimethyl-sulfoxide and the solution was cooled down to 5° C. A solution of 22.4 g of potassium terbutylate in 100 ml of anhydrous dimethyl-sulfoxide was added over about 15 minutes and the suspension was stirred for a further 15 minutes at ambient temperature, then poured into 0.6 liter of a saturated solution of ammonium chloride. Extraction was carried...